From a dataset of the Open Reaction Database (ORD), a public repository of structured organic reaction records. describe an organic reaction: reactants, conditions, products, and yield Starting materials: (1S)-α-pinene, RuCl2 (PPh3)3, NCCN (1,2-diaminoethane), [OH-].[K+] (potassium hydroxide), stainless steel, C(CC)/C(/C=O)=C\C[C@@H]1C(C(=CC1)C)(C)C ((E)-(R)-2-propyl-4-(2,2,3-trimethylcyclopent-3-en-1-yl)-2-buten-1-al). Run in C(C)(C)O (isopropyl alcohol), C(C)(C)O (isopropyl alcohol). Yields the product C(CC)/C(/CO)=C\C[C@@H]1C(C(=CC1)C)(C)C ((E)-(R)-2-Propyl-4-(2,2,3-trimethylcyclopent-3-en-1-yl)-2-buten-1-ol). As a reaction SMILES: [CH2:1](/[C:4](=[CH:7]\[CH2:8][C@H:9]1[CH2:13][CH:12]=[C:11]([CH3:14])[C:10]1([CH3:16])[CH3:15])/[CH:5]=[O:6])[CH2:2][CH3:3].NCCN.[OH-].[K+]>C(O)(C)C>[CH2:1](/[C:4](=[CH:7]\[CH2:8][C@H:9]1[CH2:13][CH:12]=[C:11]([CH3:14])[C:10]1([CH3:15])[CH3:16])/[CH2:5][OH:6])[CH2:2][CH3:3] |f:2.3|. Procedure details: In a 100 ml stainless steel autoclave were charged 6.60 g (0.03 mol) of (E)-(R)-2-propyl-4-(2,2,3-trimethylcyclopent-3-en-1-yl)-2-buten-1-al synthesized from (1S)-α-pinene having an optical purity of 97% e.e. in a conventional manner, 28.7 mg (0.03 mmol) of RuCl2 (PPh3)3, 2.4 ml of a 0.1M 1,2-diaminoethane (0.24 mmol) solution in isopropyl alcohol, and 15 ml of a 0.1M potassium hydroxide (1.5 mmol) solution in isopropyl alcohol in a nitrogen atmosphere, and the mixture was stirred at room temper... The reactants are Cl.[N+](=O)([O-])C1=C(C#N)C(=CC=C1)OCC1CNCC1 (2-nitro-6-(pyrrolidin-3-ylmethoxy)benzonitrile hydrochloride), C(CC)(=O)Cl (propionyl chloride). Yields the product [N+](=O)([O-])C1=C(C#N)C(=CC=C1)OCC1CN(CC1)C(CC)=O (2-Nitro-6-((1-propionylpyrrolidine-3-yl)methoxy)benzonitrile). Reaction SMILES: Cl.[N+:2]([C:5]1[CH:12]=[CH:11][CH:10]=[C:9]([O:13][CH2:14][CH:15]2[CH2:19][CH2:18][NH:17][CH2:16]2)[C:6]=1[C:7]#[N:8])([O-:4])=[O:3].[C:20](Cl)(=[O:23])[CH2:21][CH3:22]>>[N+:2]([C:5]1[CH:12]=[CH:11][CH:10]=[C:9]([O:13][CH2:14][CH:15]2[CH2:19][CH2:18][N:17]([C:20](=[O:23])[CH2:21][CH3:22])[CH2:16]2)[C:6]=1[C:7]#[N:8])([O-:4])=[O:3] |f:0.1|. Procedure: Prepared as in Example 176b from 2-nitro-6-(pyrrolidin-3-ylmethoxy)benzonitrile hydrochloride (Example 196d) and propionyl chloride in 51% as a yellow solid. MS 304 (MH+). Starting materials: C(C)(C)(C)OC(=O)N1C(=CC=2C=NC=CC21)CN2C([C@H](CC2)NC(=O)OCC2=CC=CC=C2)=O (2-[3-(S)-Benzyloxycarbonylamino-2-oxo-pyrrolidin-1-ylmethyl)-pyrrolo[3,2-c]pyridine-1-carboxylic acid tert-butyl ester). Reagents/catalysts: [Pd] (palladium black). The solvent is C(=O)O.CO (HCO2H MeOH), O (water). The product is C(C)(C)(C)OC(=O)N1C(=CC=2C=NC=CC21)CN2C([C@H](CC2)N)=O (2-[3-(S)-Amino-2-oxo-pyrrolidin-1-ylmethyl)-pyrrolo[3,2-c]pyridine-1-carboxylic acid tert-butyl ester). As a reaction SMILES: [C:1]([O:5][C:6]([N:8]1[C:16]2[CH:15]=[CH:14][N:13]=[CH:12][C:11]=2[CH:10]=[C:9]1[CH2:17][N:18]1[CH2:22][CH2:21][C@H:20]([NH:23]C(OCC2C=CC=CC=2)=O)[C:19]1=[O:34])=[O:7])([CH3:4])([CH3:3])[CH3:2]>C(O)=O.CO.O.[Pd]>[C:1]([O:5][C:6]([N:8]1[C:16]2[CH:15]=[CH:14][N:13]=[CH:12][C:11]=2[CH:10]=[C:9]1[CH2:17][N:18]1[CH2:22][CH2:21][C@H:20]([NH2:23])[C:19]1=[O:34])=[O:7])([CH3:4])([CH3:2])[CH3:3] |f:1.2|. Reported procedure: 2-[3-(S)-Benzyloxycarbonylamino-2-oxo-pyrrolidin-1-ylmethyl)-pyrrolo[3,2-c]pyridine-1-carboxylic acid tert-butyl ester (2.8 g, 6.0 mmol) in HCO2H/MeOH (30 mL, 4.4% solution) is quickly added via cannula to a solution of palladium black (2.0 g, 18.8 mmol) in water (1 ml,). After ca. 40 min the catalyst is filtered through Celite and basified with saturated sodium bicarbonate solution. The filtrate is concentrated in vacuo to remove methanol then the resulting solution is extracted with methylene ... The reactants are C(C1=CC=CC=C1)(=O)C=1C2=C(SC1NC(C)=O)C=CC=C2 (N-(3-benzoyl-benzo[b]thiophen-2-yl)-acetamide), [OH-].[Na+] (sodium hydroxide). The solvent is C(C)O (ethanol). Reaction conditions: temperature 85 celsius. Product: NC1=C(C2=C(S1)C=CC=C2)C(=O)C2=CC=CC=C2 ((2-amino-benzo[b]thiophen-3-yl)-phenyl-methanone). Isolated yield 28.5%. RXN SMILES: [C:1]([C:9]1[C:10]2[CH:21]=[CH:20][CH:19]=[CH:18][C:11]=2[S:12][C:13]=1[NH:14]C(=O)C)(=[O:8])[C:2]1[CH:7]=[CH:6][CH:5]=[CH:4][CH:3]=1.[OH-].[Na+]>C(O)C>[NH2:14][C:13]1[S:12][C:11]2[CH:18]=[CH:19][CH:20]=[CH:21][C:10]=2[C:9]=1[C:1]([C:2]1[CH:7]=[CH:6][CH:5]=[CH:4][CH:3]=1)=[O:8] |f:1.2|. Procedure details: To a stirred solution of 0.26 g (0.90 mmol) N-(3-benzoyl-benzo[b]thiophen-2-yl)-acetamide in 20 ml ethanol was added 1 ml aqueous sodium hydroxide (1 M). The mixture was heated at 85° C. for 1 hour and then poured onto water and extracted three times with ethyl acetate. The combined organic phases were dried over sodium sulfate and concentrated in vacuo. Flash chromatography (heptane/ethyl acetate 6:1) afforded 65 mg (25%) (2-amino-benzo[b]thiophen-3-yl)-phenyl-methanone as an orange solid. ES-M... Reactants: BrC1=C(C=CC=C1)S(=O)(=O)N(C=1C(=NN(C1)C1=CC=CC=C1)C(=O)N1CCOCC1)COC (2-bromo-N-(methoxymethyl)-N-[3(morpholin-4-ylcarbonyl)-1-phenyl-1H-pyrazol -4-yl] benzenesulfonamide), C1(=CC=CC=C1)P(C1=CC=CC=C1)C1=CC=CC=C1 (triphenylphosphine), C(=O)([O-])[O-].[Cs+].[Cs+] (Cs2CO3). The reagents and catalysts are C(C)(=O)[O-].[Pd+2].C(C)(=O)[O-] (palladium acetate). Product: COCN1S(C2=C(C3=C1C(=NN3C3=CC=CC=C3)C(=O)N3CCOCC3)C=CC=C2)(=O)=O (4-(Methoxymethyl)-3-(morpholin-4-ylcarbonyl)-1-phenyl-1,4-dihydropyrazolo[4,3-c][1,2]benzothiazine 5,5-dioxide). As a reaction SMILES: Br[C:2]1[CH:7]=[CH:6][CH:5]=[CH:4][C:3]=1[S:8]([N:11]([CH2:31][O:32][CH3:33])[C:12]1[C:13]([C:23]([N:25]2[CH2:30][CH2:29][O:28][CH2:27][CH2:26]2)=[O:24])=[N:14][N:15]([C:17]2[CH:22]=[CH:21][CH:20]=[CH:19][CH:18]=2)[CH:16]=1)(=[O:10])=[O:9].C1(P(C2C=CC=CC=2)C2C=CC=CC=2)C=CC=CC=1.C([O-])([O-])=O.[Cs+].[Cs+]>C([O-])(=O)C.[Pd+2].C([O-])(=O)C>[CH3:33][O:32][CH2:31][N:11]1[C:12]2[C:13]([C:23]([N:25]3[CH2:30][CH2:29][O:28][CH2:27][CH2:26]3)=[O:24])=[N:14][N:15]([C:17]3[CH:22]=[CH:21][CH:20]=[CH:19][CH:18]=3)[C:16]=2[C:2]2[CH:7]=[CH:6][CH:5]=[CH:4][C:3]=2[S:8]1(=[O:10])=[O:9] |f:2.3.4,5.6.7|. Reported procedure: A mixture of 2-bromo-N-(methoxymethyl)-N-[3(morpholin-4-ylcarbonyl)-1-phenyl-1H-pyrazol -4-yl] benzenesulfonamide (240 mg; 0.45 mmol; 1.00 eq.), palladium acetate (20 mg; 0.09 mmol; 0.20 eq.), triphenylphosphine (94 mg; 0.36 mmol; 0.80 eq.) and Cs2CO3 (584 mg; 1.79 mmol; 4.00 eq.) is flushed with N2 for 10 minutes. Toluene (50 mL) is added and the resulting mixture is stirred at reflux for 2 hours. After this time, reaction mixture is filtered through a short plug of celite, ished with ethyl ace... The reactants are [BH4-].[Na+] (sodium tetrahydridoborate), BrC=1C=C(CC(=O)CC2=CC(=CC=C2)Br)C=CC1 (bis(3-bromobenzyl)ketone), C(C)(C)O (isopropanol), C(C)(=O)O (acetic acid). The solvent is C1CCOC1 (THF). Conditions: temperature 0 celsius, time 3 hour. The product is BrC=1C=C(C=CC1)CC(CC1=CC(=CC=C1)Br)O (1,3-bis(3-bromophenyl)propan-2-ol). Reaction SMILES: [BH4-].[Na+].[Br:3][C:4]1[CH:5]=[C:6]([CH:18]=[CH:19][CH:20]=1)[CH2:7][C:8]([CH2:10][C:11]1[CH:16]=[CH:15][CH:14]=[C:13]([Br:17])[CH:12]=1)=[O:9].C(O)(C)C.C(O)(=O)C>C1COCC1>[Br:3][C:4]1[CH:5]=[C:6]([CH2:7][CH:8]([OH:9])[CH2:10][C:11]2[CH:16]=[CH:15][CH:14]=[C:13]([Br:17])[CH:12]=2)[CH:18]=[CH:19][CH:20]=1 |f:0.1|. Procedure: 7.6 g (200 mmol) of sodium tetrahydridoborate were added at 0° C. to a solution of 36.8 g (100 mmol) of bis(3-bromobenzyl)ketone in a mixture of 500 ml of THF, 200 ml of isopropanol and 3 ml of acetic acid, and the mixture was stirred at 0° C. for a further 3 h. The ice bath was subsequently removed, and the mixture was stirred at room temperature for a further 12 h. After addition of 300 ml of saturated ammonium chloride solution, the organic phase was separated off, and the aqueous phase was e...